The task is: describe an organic reaction: reactants, conditions, products, and yield. This data is from the Open Reaction Database (ORD), a public repository of structured organic reaction records. Starting materials: C(C1=CC=CC=C1)O (Benzyl alcohol), ClC1=NC=CC=C1 (2-chloropyridine). The product is C(C1=CC=CC=C1)OC1=NC=CC=C1 (2-benzyloxypyridine), compound 5. RXN SMILES: [CH2:1]([OH:8])[C:2]1[CH:7]=[CH:6][CH:5]=[CH:4][CH:3]=1.Cl[C:10]1[CH:15]=[CH:14][CH:13]=[CH:12][N:11]=1>>[CH2:1]([O:8][C:10]1[CH:15]=[CH:14][CH:13]=[CH:12][N:11]=1)[C:2]1[CH:7]=[CH:6][CH:5]=[CH:4][CH:3]=1. Procedure details: The synthesis of 1 is illustrated in FIG. 8. Benzyl alcohol is coupled with 2-chloropyridine using a modification of a reported procedure to afford 2-benzyloxypyridine, compound 5, in high yield. A range of alkylating agents and solvents was investigated in search of preferred conditions for the irreversible covalent activation of 5. The preferred protocol is to add methyl triflate (bp 94-99° C.) to an ice-cold solution of compound 5 in toluene and allow the mixture to warm to ambient temperatur... Starting materials: CO, CCOC(C)=O, COc1ccc(OCCOC2CCCCO2)c(CN(C(C)=O)c2cc(F)ccc2Oc2ccccc2)c1. The product is COc1ccc(OCCO)c(CN(C(C)=O)c2cc(F)ccc2Oc2ccccc2)c1. RXN SMILES: [CH3:38][OH:39].[CH3:40][CH2:41][O:42][C:43](=[O:44])[CH3:45].[F:1][c:2]1[cH:3][cH:4][c:5]([O:31][c:32]2[cH:33][cH:34][cH:35][cH:36][cH:37]2)[c:6]([N:8]([C:9]([CH3:10])=[O:11])[CH2:12][c:13]2[c:14]([O:21][CH2:22][CH2:23][O:24][CH:25]3[CH2:26][CH2:27][CH2:28][CH2:29][O:30]3)[cH:15][cH:16][c:17]([O:19][CH3:20])[cH:18]2)[cH:7]1>>[F:1][c:2]1[cH:3][cH:4][c:5]([O:31][c:32]2[cH:33][cH:34][cH:35][cH:36][cH:37]2)[c:6]([N:8]([C:9]([CH3:10])=[O:11])[CH2:12][c:13]2[c:14]([O:21][CH2:22][CH2:23][OH:24])[cH:15][cH:16][c:17]([O:19][CH3:20])[cH:18]2)[cH:7]1.